Dataset: the Open Reaction Database (ORD), a public repository of structured organic reaction records. Task: describe an organic reaction: reactants, conditions, products, and yield Starting materials: BrN1C(CCC1=O)=O (N-Bromosuccinimide), CC1=CC=CC(=C1[N+](=O)[O-])Cl (6-methyl-2-chloro-1-nitrobenzene), C(C1=CC=CC=C1)(=O)OOC(C1=CC=CC=C1)=O (Benzoyl peroxide). The solvent is C(Cl)(Cl)(Cl)Cl (carbon-tetrachloride). Yields the product BrCC1=C(C(=CC=C1)Cl)[N+](=O)[O-] (1-Bromomethyl-3-chloro-2-nitrobenzene). As a reaction SMILES: [Br:1]N1C(=O)CCC1=O.[CH3:9][C:10]1[C:15]([N+:16]([O-:18])=[O:17])=[C:14]([Cl:19])[CH:13]=[CH:12][CH:11]=1.C(OOC(=O)C1C=CC=CC=1)(=O)C1C=CC=CC=1>C(Cl)(Cl)(Cl)Cl>[Br:1][CH2:9][C:10]1[CH:11]=[CH:12][CH:13]=[C:14]([Cl:19])[C:15]=1[N+:16]([O-:18])=[O:17]. Procedure details: N-Bromosuccinimide (4.67 g, 26.23 mmol) was added to a stirred solution of 6-methyl-2-chloro-1-nitrobenzene (4.5 g, 26.23 mmol) in distilled carbon-tetrachloride. Benzoyl peroxide (0.01 g) was added to the reaction mixture and the mixture was refluxed for 8 h. The solid separated was filtered. The filtrate was concentrated to get the crude product, which was purified by using column chromatography (silica gel, pet.ether 60-80° C.) to obtain the title compound. Yield: 2.69 g, (41%); MS: m/e (CI) ... RXN SMILES: [Cl:1][C:2]1[CH:7]=[CH:6][C:5]([S:8][C:9]2[N:13]([CH3:14])[C:12]([C:15]3[CH:20]=[CH:19][CH:18]=[CH:17][CH:16]=3)=[N:11][C:10]=2[C:21]2C=CC(C#N)=[CH:23][CH:22]=2)=[CH:4][CH:3]=1.[CH3:29][Mg+].[Br-].Cl.[CH2:33]1[CH2:37][O:36][CH2:35][CH2:34]1>>[Cl:1][C:2]1[CH:3]=[CH:4][C:5]([S:8][C:9]2[N:13]([CH3:14])[C:12]([C:15]3[CH:16]=[CH:17][CH:18]=[CH:19][CH:20]=3)=[N:11][C:10]=2[C:21]2[CH:35]=[CH:34][C:33]([C:37](=[O:36])[CH3:29])=[CH:23][CH:22]=2)=[CH:6][CH:7]=1 |f:1.2|. Procedure details: To 4-{5-[(4-chlorophenyl)thio]-1-methyl-2-phenyl-1H-imidazol-4-yl}benzonitrile (Example 2, 35 mg, 0.087 mmol) in 0.75 mL of THF was added MeMgBr (3M in ether, 0.44 mmol) at 0° C. After heating at reflux for 2 hr, the reaction was cooled to rt and 5 mL 2N HCl was added, and was stirred for another hour. The reaction was quenched with aqueous sodium bicarbonate (pH=ca 7). The product was extracted with EtOAc, the combined extracts were washed with water and brine, dried over MgSO4, filtered, and c... The reactants are ClC1=CC=C(C=C1)SC1=C(N=C(N1C)C1=CC=CC=C1)C1=CC=C(C#N)C=C1 (4-{5-[(4-Chlorophenyl)thio]-1-methyl-2-phenyl-1H-imidazol-4-yl}benzonitrile), C[Mg+].[Br-] (MeMgBr), C1CCOC1 (THF), Cl (HCl). Yields the product ClC1=CC=C(C=C1)SC1=C(N=C(N1C)C1=CC=CC=C1)C1=CC=C(C=C1)C(C)=O (1-(4-{5-[(4-chlorophenyl)thio]-1-methyl-2-phenyl-1H-imidazol-4-yl}phenyl)ethanone). Reactants: CC1(CNCCN1)CC1=CC(=C(C=C1)OC)OC (3-methyl-3-(3,4-dimethoxybenzyl)-piperazine), ClC1=CC=C(C=C1)C(C1=CC=CC=C1)Cl (p-chlorophenyl-phenylmethyl chloride). The solvent is C(C)C(=O)C (methyl ethyl ketone). Yields the product ClC1=CC=C(C=C1)C(N1CC(NCC1)(CC1=CC(=C(C=C1)OC)OC)C)C1=CC=CC=C1 (1-(p-chlorophenyl-phenylmethyl)-3-methyl-3-(3,4-dimethoxybenzyl)-piperazine). Yield: 80.0%. As a reaction SMILES: [CH3:1][C:2]1([CH2:8][C:9]2[CH:14]=[CH:13][C:12]([O:15][CH3:16])=[C:11]([O:17][CH3:18])[CH:10]=2)[NH:7][CH2:6][CH2:5][NH:4][CH2:3]1.[Cl:19][C:20]1[CH:25]=[CH:24][C:23]([CH:26](Cl)[C:27]2[CH:32]=[CH:31][CH:30]=[CH:29][CH:28]=2)=[CH:22][CH:21]=1>C(C(C)=O)C>[Cl:19][C:20]1[CH:21]=[CH:22][C:23]([CH:26]([C:27]2[CH:28]=[CH:29][CH:30]=[CH:31][CH:32]=2)[N:4]2[CH2:5][CH2:6][NH:7][C:2]([CH3:1])([CH2:8][C:9]3[CH:14]=[CH:13][C:12]([O:15][CH3:16])=[C:11]([O:17][CH3:18])[CH:10]=3)[CH2:3]2)=[CH:24][CH:25]=1. Reported procedure: If 3-methyl-3-(3,4-dimethoxybenzyl)-piperazine is reacted with p-chlorophenyl-phenylmethyl chloride in methyl ethyl ketone according to Example 2, 1-(p-chlorophenyl-phenylmethyl)-3-methyl-3-(3,4-dimethoxybenzyl)-piperazine is obtained in 80 percent yield after a 12-hour reaction period. The hydrochloride has a melting point of 235°-237° C. (isopropanol). Run at temperature 60 celsius, time 16 hour. Product: COC1=CC=C(C=N1)N1N=C(C=C1C1=CC=CC=C1)C(=O)N1CCN(CC1)C(C)C (1-[1-(6-Methoxy-3-pyridyl)-5-phenylpyrazole-3-carbonyl]-4-isopropylpiperazine), product. The reactants are COC1=CC=C(C=N1)N1N=C(C=C1C1=CC=CC=C1)C(=O)N1CCNCC1 (1-[1-(6-methoxy-3-pyridyl)-5-phenylpyrazole-3-carbonyl]piperazine), C([O-])([O-])=O.[K+].[K+] (potassium carbonate), C(C)(C)Br (isopropyl bromide). Procedure details: To a solution of 1-[1-(6-methoxy-3-pyridyl)-5-phenylpyrazole-3-carbonyl]piperazine (0.446 g) obtained in Example 16 in N,N-dimethylformamide (7.5 mL), potassium carbonate (0.505 g) and isopropyl bromide (0.30 mL) were added at room temperature, and the mixture was stirred at 60° C. for 16 hours, and then cooled in air. The reaction mixture was partitioned between water and ethyl acetate. Subsequently, the aqueous layer was extracted with ethyl acetate. The organic layers were combined and washed... As a reaction SMILES: [CH3:1][O:2][C:3]1[N:8]=[CH:7][C:6]([N:9]2[C:13]([C:14]3[CH:19]=[CH:18][CH:17]=[CH:16][CH:15]=3)=[CH:12][C:11]([C:20]([N:22]3[CH2:27][CH2:26][NH:25][CH2:24][CH2:23]3)=[O:21])=[N:10]2)=[CH:5][CH:4]=1.C(=O)([O-])[O-].[K+].[K+].[CH:34](Br)([CH3:36])[CH3:35]>CN(C)C=O>[CH3:1][O:2][C:3]1[N:8]=[CH:7][C:6]([N:9]2[C:13]([C:14]3[CH:15]=[CH:16][CH:17]=[CH:18][CH:19]=3)=[CH:12][C:11]([C:20]([N:22]3[CH2:27][CH2:26][N:25]([CH:34]([CH3:36])[CH3:35])[CH2:24][CH2:23]3)=[O:21])=[N:10]2)=[CH:5][CH:4]=1 |f:1.2.3|. The yield is 57.0%. Solvent: CN(C=O)C (N,N-dimethylformamide). Reactants: Cl (HCl), ClC=1N=C(SC1C1OCCO1)OC (4-chloro-5-([1,3]dioxolan-2-yl)-2-methoxy-thiazole), [OH-].[Na+] (NaOH). Run in O1CCCC1 (tetrahydrofuran). Run at time 1 hour. Product: ClC=1N=C(SC1C=O)OC (4-chloro-2-methoxy-thiazole-5-carboxaldehyde). The yield is 90.0%. As a reaction SMILES: Cl.[Cl:2][C:3]1[N:4]=[C:5]([O:13][CH3:14])[S:6][C:7]=1[CH:8]1OCC[O:9]1.[OH-].[Na+]>O1CCCC1>[Cl:2][C:3]1[N:4]=[C:5]([O:13][CH3:14])[S:6][C:7]=1[CH:8]=[O:9] |f:2.3|. Reported procedure: 5N HCl (10 ml) is added to a solution of 4-chloro-5-([1,3]dioxolan-2-yl)-2-methoxy-thiazole (1.80 g, 8.13 mmol) in tetrahydrofuran (50 ml). After 1 h, the reaction is poured into 2N NaOH (100 ml) and extracted with ethyl acetate (3×100 ml). The ethyl acetate is washed with aqueous saturated brine solution, dried with anhydrous Na2SO4, filtered, and concentrated. The crude product is purified by flash chromatography on silica gel eluting with 20% ethyl acetate/hexanes to yield (1.30 g, 90%) of 4-... Starting materials: Cc1cccc(C(=O)Cl)c1, COC(=O)c1cccc(N)c1O, Cc1ccccc1, c1ccncc1. Product: COC(=O)c1cccc(NC(=O)c2cccc(C)c2)c1O. As a reaction SMILES: [CH3:19][c:20]1[cH:21][c:22]([C:23](=[O:24])[Cl:25])[cH:26][cH:27][cH:28]1.[CH3:1][O:2][C:3]([c:4]1[c:5]([OH:11])[c:6]([NH2:10])[cH:7][cH:8][cH:9]1)=[O:12].[CH3:29][c:30]1[cH:31][cH:32][cH:33][cH:34][cH:35]1.[cH:13]1[cH:14][cH:15][n:16][cH:17][cH:18]1>>[CH3:1][O:2][C:3]([c:4]1[c:5]([OH:11])[c:6]([NH:10][C:23]([c:22]2[cH:21][c:20]([CH3:19])[cH:28][cH:27][cH:26]2)=[O:24])[cH:7][cH:8][cH:9]1)=[O:12].